Dataset: the Open Reaction Database (ORD), a public repository of structured organic reaction records. Task: describe an organic reaction: reactants, conditions, products, and yield Yields the product CC(C)C(C(F)=C(F)Cc1cccc(Oc2ccccc2)c1)c1ccc(OC(F)F)cc1. Reaction SMILES: [CH2:43]([Cl:44])[Cl:45].[F:1][C:2]([CH:3]([CH:4]([CH3:5])[CH3:6])[c:7]1[cH:8][cH:9][c:10]([OH:13])[cH:11][cH:12]1)=[C:14]([CH2:15][c:16]1[cH:17][c:18]([O:22][c:23]2[cH:24][cH:25][cH:26][cH:27][cH:28]2)[cH:19][cH:20][cH:21]1)[F:29].[F:36][CH:37]([Cl:38])[F:39].[Na+:41].[O:30]1[CH2:31][CH2:32][O:33][CH2:34][CH2:35]1.[OH-:40].[OH2:42]>>[F:1][C:2]([CH:3]([CH:4]([CH3:5])[CH3:6])[c:7]1[cH:8][cH:9][c:10]([O:13][CH:37]([F:36])[F:39])[cH:11][cH:12]1)=[C:14]([CH2:15][c:16]1[cH:17][c:18]([O:22][c:23]2[cH:24][cH:25][cH:26][cH:27][cH:28]2)[cH:19][cH:20][cH:21]1)[F:29]. The reactants are ClCCl, CC(C)C(C(F)=C(F)Cc1cccc(Oc2ccccc2)c1)c1ccc(O)cc1, FC(F)Cl, [Na+], C1COCCO1, [OH-], O. Starting materials: COC(=O)c1cncc(OCCCOc2ncnc3scc(-c4ccc(F)cc4)c23)c1, Cl, [Li+], C1COCCO1, [OH-], O. The product is O=C(O)c1cncc(OCCCOc2ncnc3scc(-c4ccc(F)cc4)c23)c1. As a reaction SMILES: [CH3:1][O:2][C:3]([c:4]1[cH:5][n:6][cH:7][c:8]([O:10][CH2:11][CH2:12][CH2:13][O:14][c:15]2[c:16]3[c:17]([n:18][cH:19][n:20]2)[s:21][cH:22][c:23]3-[c:24]2[cH:25][cH:26][c:27]([F:30])[cH:28][cH:29]2)[cH:9]1)=[O:31].[ClH:34].[Li+:32].[O:35]1[CH2:36][CH2:37][O:38][CH2:39][CH2:40]1.[OH-:33].[OH2:41]>>[O:2]=[C:3]([c:4]1[cH:5][n:6][cH:7][c:8]([O:10][CH2:11][CH2:12][CH2:13][O:14][c:15]2[c:16]3[c:17]([n:18][cH:19][n:20]2)[s:21][cH:22][c:23]3-[c:24]2[cH:25][cH:26][c:27]([F:30])[cH:28][cH:29]2)[cH:9]1)[OH:31]. Starting materials: O=C1c2ccccc2C(=O)N1CCCCBr, C[O-], CN(C)C=O, [Na+], O, O=[N+]([O-])c1ccc(O)cc1. The product is O=C1c2ccccc2C(=O)N1CCCCOc1ccc([N+](=O)[O-])cc1. Reaction SMILES: [Br:14][CH2:15][CH2:16][CH2:17][CH2:18][N:19]1[C:20](=[O:29])[c:21]2[cH:22][cH:23][cH:24][cH:25][c:26]2[C:27]1=[O:28].[CH3:11][O-:12].[CH3:30][N:31]([CH3:32])[CH:33]=[O:34].[Na+:13].[OH2:35].[OH:1][c:2]1[cH:3][cH:4][c:5]([N+:8]([O-:9])=[O:10])[cH:6][cH:7]1>>[O:1]([c:2]1[cH:3][cH:4][c:5]([N+:8]([O-:9])=[O:10])[cH:6][cH:7]1)[CH2:15][CH2:16][CH2:17][CH2:18][N:19]1[C:20](=[O:29])[c:21]2[cH:22][cH:23][cH:24][cH:25][c:26]2[C:27]1=[O:28]. Reactants: Cc1nc2n(n1)C(=S)NCC2, CI, [Na+], [OH-]. Yields the product CSC1=NCCc2nc(C)nn21. As a reaction SMILES: [CH3:1][c:2]1[n:3][n:4]2[c:9]([n:10]1)[CH2:8][CH2:7][NH:6][C:5]2=[S:11].[I:12][CH3:13].[Na+:15].[OH-:14]>>[CH3:1][c:2]1[n:3][n:4]2[c:9]([n:10]1)[CH2:8][CH2:7][N:6]=[C:5]2[S:11][CH3:13]. Reactants: Cc1ccccc1C(=O)Nc1ccc(C(=O)Cl)cc1, CN(C)c1ccncc1, ClCCl, [H-], [Na+], O, c1ccc2c(c1)CCc1ccccc1N2, c1ccncc1. The product is Cc1ccccc1C(=O)Nc1ccc(C(=O)N2c3ccccc3CCc3ccccc32)cc1. RXN SMILES: [CH3:1][c:2]1[c:3]([C:4](=[O:5])[NH:6][c:7]2[cH:8][cH:9][c:10]([C:11](=[O:12])[Cl:13])[cH:14][cH:15]2)[cH:16][cH:17][cH:18][cH:19]1.[CH3:37][N:38]([CH3:39])[c:40]1[cH:41][cH:42][n:43][cH:44][cH:45]1.[Cl:52][CH2:53][Cl:54].[H-:35].[Na+:36].[OH2:55].[cH:20]1[cH:21][cH:22][cH:23][c:24]2[c:30]1[CH2:29][CH2:28][c:27]1[c:26]([cH:34][cH:33][cH:32][cH:31]1)[NH:25]2.[cH:46]1[cH:47][cH:48][n:49][cH:50][cH:51]1>>[CH3:1][c:2]1[c:3]([C:4](=[O:5])[NH:6][c:7]2[cH:8][cH:9][c:10]([C:11](=[O:12])[N:25]3[c:24]4[cH:23][cH:22][cH:21][cH:20][c:30]4[CH2:29][CH2:28][c:27]4[c:26]3[cH:34][cH:33][cH:32][cH:31]4)[cH:14][cH:15]2)[cH:16][cH:17][cH:18][cH:19]1. Run at time 30 minute. Reactants: FC(C(=O)O)(F)F (Trifluoroacetic acid), NN (hydrazine), C(C)OCCCOC=1C=C(C=CC1)N(N)CC(=O)OC (Methyl [1-[3-(3-ethoxypropoxy)phenyl]hydrazino]-acetate), [O-]C#N.[Na+] (sodium cyanate). The product is C(C)OCCCOC=1C=C(C=CC1)N1NC(NC(C1)=O)=O (Dihydro-1-[3-(3-ethoxypropoxy)phenyl]-1,2,4-triazine-3,5-(2H,4H)-dione). Procedure: Trifluoroacetic acid (7.32 ml, 95 mmol) was added dropwise to a suspension of the hydrazine (Intermediate 73, 8.94 g, 31.7 mmol) and sodium cyanate (7.21 g, 11 mmol) in toluene (63 ml) at room temperature. After stirring for 30 min the mixture was taken up in chloroform, quenched (NaHCO3), extracted (CHCl3), washed (H2O, sat. NaCl), dried (Na2SO4) and concentrated. The residue was subjected to column chromatography (SiO2, 10% MeOH in CHCl3) to afford the title compound as a pale yellow glass (6.... Yield: 66.0%. Run in C1(=CC=CC=C1)C (toluene), C(Cl)(Cl)Cl (chloroform). As a reaction SMILES: FC(F)(F)C(O)=O.NN.[CH2:10]([O:12][CH2:13][CH2:14][CH2:15][O:16][C:17]1[CH:18]=[C:19]([N:23]([CH2:25][C:26]([O:28]C)=O)[NH2:24])[CH:20]=[CH:21][CH:22]=1)[CH3:11].[O-:30][C:31]#[N:32].[Na+]>C1(C)C=CC=CC=1.C(Cl)(Cl)Cl>[CH2:10]([O:12][CH2:13][CH2:14][CH2:15][O:16][C:17]1[CH:18]=[C:19]([N:23]2[CH2:25][C:26](=[O:28])[NH:32][C:31](=[O:30])[NH:24]2)[CH:20]=[CH:21][CH:22]=1)[CH3:11] |f:3.4|. The reactants are CC1=C(N)C(=CC=C1)C (2,6-dimethylaniline), C(#N)C1=C(CBr)C=CC=C1 (2-cyanobenzylbromide). The solvent is C1(=CC=CC=C1)C (toluene). Yields the product Br.CC1=C(C(=CC=C1)C)N1C(C2=CC=CC=C2C1)=N (2-(2,6-dimethyl-phenyl)-2,3-dihydro-isoindol-1-ylideneamine hydrobromide). Isolated yield 9.3%. As a reaction SMILES: [CH3:1][C:2]1[CH:8]=[CH:7][CH:6]=[C:5]([CH3:9])[C:3]=1[NH2:4].[C:10]([C:12]1[CH:19]=[CH:18][CH:17]=[CH:16][C:13]=1[CH2:14][Br:15])#[N:11]>C1(C)C=CC=CC=1>[BrH:15].[CH3:1][C:2]1[CH:8]=[CH:7][CH:6]=[C:5]([CH3:9])[C:3]=1[N:4]1[CH2:14][C:13]2[C:12](=[CH:19][CH:18]=[CH:17][CH:16]=2)[C:10]1=[NH:11] |f:3.4|. Reported procedure: 2,6-dimethylaniline (6.2 g, 51 mmol) was added to a solution of 2-cyanobenzylbromide (10.0 g, 51 mmol) in toluene (250 ml). The solution was heated to reflux for 18 hours. The formed solid was filtered off and washed with toluene (2×25 ml). After drying 11.5 g of the desired compound was obtained as a white solid. The filtrate was heated to reflux for 20 hours. Another 1.5 g of pure product was obtained leading to a total yield of 13.0 g (80%). The product was characterized by Starting materials: CO\C=C\C#C (1-Methoxy-1E-buten-3-yne), C(CCC)[SnH](CCCC)CCCC (tributylstannane), N(=NC(C#N)(C)C)C(C#N)(C)C (2,2'-azobisisobutyronitrile), aldehyde. Product: C(CCC)[Sn](\C=C\C=C\OC)(CCCC)CCCC (tributyl(4-methoxy-1E,3E-butadienyl)stannane). As a reaction SMILES: [CH3:1][O:2]/[CH:3]=[CH:4]/[C:5]#[CH:6].[CH2:7]([SnH:11]([CH2:16][CH2:17][CH2:18][CH3:19])[CH2:12][CH2:13][CH2:14][CH3:15])[CH2:8][CH2:9][CH3:10].N(C(C)(C)C#N)=NC(C)(C)C#N>>[CH2:16]([Sn:11]([CH2:7][CH2:8][CH2:9][CH3:10])([CH2:12][CH2:13][CH2:14][CH3:15])/[CH:6]=[CH:5]/[CH:4]=[CH:3]/[O:2][CH3:1])[CH2:17][CH2:18][CH3:19]. Procedure: Scheme D shows a method of preparing an aldehyde which may be used in Scheme A. 1-Methoxy-1E-buten-3-yne is reacted with tributylstannane in the presence of catylytic 2,2'-azobisisobutyronitrile (AIBN) to give tributyl(4-methoxy-1E,3E-butadienyl)stannane which is then reacted with butyllithium followed by coupling with an appropriate aldehyde (XVIII). The alcohol-formed is reacted with toluene sulfonic acid (TSOH) to give the desired aldehyde (V). Starting materials: CCNO, Cl, C1CCOC1, O=C(Cl)Cc1ccc2c(c1)C(=O)c1ccccc1CO2, c1ccncc1. Product: CCN(O)C(=O)Cc1ccc2c(c1)C(=O)c1ccccc1CO2. As a reaction SMILES: [CH2:2]([CH3:3])[NH:4][OH:5].[ClH:1].[O:32]1[CH2:33][CH2:34][CH2:35][CH2:36]1.[O:6]=[C:7]1[c:8]2[c:9]([cH:18][cH:19][c:20]([CH2:22][C:23](=[O:24])[Cl:25])[cH:21]2)[O:10][CH2:11][c:12]2[c:13]1[cH:14][cH:15][cH:16][cH:17]2.[cH:26]1[cH:27][cH:28][n:29][cH:30][cH:31]1>>[CH2:2]([CH3:3])[N:4]([OH:5])[C:23]([CH2:22][c:20]1[cH:19][cH:18][c:9]2[c:8]([cH:21]1)[C:7](=[O:6])[c:13]1[c:12]([cH:17][cH:16][cH:15][cH:14]1)[CH2:11][O:10]2)=[O:24]. Starting materials: O=C(O)C=Cc1ccccc1F, CC(N)c1cccc(-n2cncn2)c1. The product is CC(NC(=O)C=Cc1ccccc1F)c1cccc(-n2cncn2)c1. RXN SMILES: [F:1][c:2]1[c:3]([CH:4]=[CH:5][C:6](=[O:7])[OH:8])[cH:9][cH:10][cH:11][cH:12]1.[n:13]1(-[c:18]2[cH:19][c:20]([CH:24]([CH3:25])[NH2:26])[cH:21][cH:22][cH:23]2)[n:14][cH:15][n:16][cH:17]1>>[F:1][c:2]1[c:3]([CH:4]=[CH:5][C:6](=[O:8])[NH:26][CH:24]([c:20]2[cH:19][c:18](-[n:13]3[n:14][cH:15][n:16][cH:17]3)[cH:23][cH:22][cH:21]2)[CH3:25])[cH:9][cH:10][cH:11][cH:12]1.